Task: describe an organic reaction: reactants, conditions, products, and yield. Dataset: the Open Reaction Database (ORD), a public repository of structured organic reaction records Starting materials: NC=1N(C(C2(N1)C1=C(CCC3=C2C=CC(=C3)OC)C=CC(=C1)Br)=O)C (2′-amino-2-methoxy-1′-methyl-7-bromo-10,11-dihydrospiro[dibenzo[a,d][7]annulene-5,4′-imidazol]-5′(1′H)-one), C1(=CC=CC=C1)B(O)O (phenylboronic acid). Yields the product NC=1N(C(C2(N1)C1=C(CCC3=C2C=CC(=C3)OC)C=CC(=C1)C1=CC=CC=C1)=O)C (2′-Amino-2-methoxy-1′-methyl-7-phenyl-10,11-dihydrospiro[dibenzo[a,d][7]annulene-5,4′-imidazol]-5′(1′H)-one). RXN SMILES: [NH2:1][C:2]1[N:3]([CH3:25])[C:4](=[O:24])[C:5]2([C:12]3[CH:13]=[CH:14][C:15]([O:17][CH3:18])=[CH:16][C:11]=3[CH2:10][CH2:9][C:8]3[CH:19]=[CH:20][C:21](Br)=[CH:22][C:7]2=3)[N:6]=1.[C:26]1(B(O)O)[CH:31]=[CH:30][CH:29]=[CH:28][CH:27]=1>>[NH2:1][C:2]1[N:3]([CH3:25])[C:4](=[O:24])[C:5]2([C:12]3[CH:13]=[CH:14][C:15]([O:17][CH3:18])=[CH:16][C:11]=3[CH2:10][CH2:9][C:8]3[CH:19]=[CH:20][C:21]([C:26]4[CH:31]=[CH:30][CH:29]=[CH:28][CH:27]=4)=[CH:22][C:7]2=3)[N:6]=1. Reported procedure: Using essentially the same procedure described in Example 3 and employing 2′-amino-2-methoxy-1′-methyl-7-bromo-10,11-dihydrospiro[dibenzo[a,d][7]annulene-5,4′-imidazol]-5′(1′H)-one and phenylboronic acid, the title compound was obtained as an off-white powder, mp 167-171° C., identified by NMR and mass spectral analyses. Reactants: ClC=1C=C(C=CC1)C1=C(SC=2N=C(C=C(C21)N)C)C (3-(3-chlorophenyl)-2,6-dimethylthieno[2,3-b]pyridin-4-amine), CC(C)([O-])C.[K+] (potassium tert-butoxide), ClC=1C=C(C=CC1)S(=O)(=O)Cl (3-chlorobenzenesulfonyl chloride). The solvent is C1CCOC1 (THF). Conditions: time 1 hour. Yields the product ClC=1C=C(C=CC1)S(=O)(=O)NC1=C2C(=NC(=C1)C)SC(=C2C2=CC(=CC=C2)Cl)C (3-Chloro-N-[3-(3-chlorophenyl)-2,6-dimethylthieno[2,3-b]pyridin-4-yl]benzenesulfonamide). The yield is 42.3%. Reaction SMILES: [Cl:1][C:2]1[CH:3]=[C:4]([C:8]2[C:16]3[C:15]([NH2:17])=[CH:14][C:13]([CH3:18])=[N:12][C:11]=3[S:10][C:9]=2[CH3:19])[CH:5]=[CH:6][CH:7]=1.CC(C)([O-])C.[K+].[Cl:26][C:27]1[CH:28]=[C:29]([S:33](Cl)(=[O:35])=[O:34])[CH:30]=[CH:31][CH:32]=1>C1COCC1>[Cl:26][C:27]1[CH:28]=[C:29]([S:33]([NH:17][C:15]2[CH:14]=[C:13]([CH3:18])[N:12]=[C:11]3[S:10][C:9]([CH3:19])=[C:8]([C:4]4[CH:5]=[CH:6][CH:7]=[C:2]([Cl:1])[CH:3]=4)[C:16]=23)(=[O:35])=[O:34])[CH:30]=[CH:31][CH:32]=1 |f:1.2|. Reported procedure: To a solution of 3-(3-chlorophenyl)-2,6-dimethylthieno[2,3-b]pyridin-4-amine (100 mg, 0.346 mmol) (Description 9) in THF (3 mL) was added potassium tert-butoxide (155 mg, 1.385 mmol) and the mixture stirred for 5 min before the addition of 3-chlorobenzenesulfonyl chloride (0.049 mL, 0.346 mmol). The mixture was then stirred for 1 h and the solvent then removed in vacuo. Ethyl acetate (10 mL) was then added and the mixture washed with water (3×10 mL). The organic layer was dried over MgSO4, filte...